Dataset: the Open Reaction Database (ORD), a public repository of structured organic reaction records. Task: describe an organic reaction: reactants, conditions, products, and yield Starting materials: Intermediate 41, C(=O)([O-])[O-].[Na+].[Na+] (Na2CO3), ClC1=NC2=C(C(=CC=C2C=C1C=O)F)C (2-chloro-7-fluoro-8-methylquinoline-3-carbaldehyde), CC=1C=C(C=NC1)B(O)O (5-methylpyridin-3-ylboronic acid). Reagents/catalysts: C=1C=CC(=CC1)[P](C=2C=CC=CC2)(C=3C=CC=CC3)[Pd]([P](C=4C=CC=CC4)(C=5C=CC=CC5)C=6C=CC=CC6)([P](C=7C=CC=CC7)(C=8C=CC=CC8)C=9C=CC=CC9)[P](C=1C=CC=CC1)(C=1C=CC=CC1)C=1C=CC=CC1 (tetrakis(triphenylphosphine)palladium(0)). Run in O (water), COCCOC (DME). Yields the product FC1=CC=C2C=C(C(=NC2=C1C)C=1C=NC=C(C1)C)C=O (7-Fluoro-8-methyl-2-(5-methylpyridin-3-yl)quinoline-3-carbaldehyde). The yield is 79.8%. As a reaction SMILES: Cl[C:2]1[C:11]([CH:12]=[O:13])=[CH:10][C:9]2[C:4](=[C:5]([CH3:15])[C:6]([F:14])=[CH:7][CH:8]=2)[N:3]=1.[CH3:16][C:17]1[CH:18]=[C:19](B(O)O)[CH:20]=[N:21][CH:22]=1.C([O-])([O-])=O.[Na+].[Na+]>O.COCCOC.C1C=CC([P]([Pd]([P](C2C=CC=CC=2)(C2C=CC=CC=2)C2C=CC=CC=2)([P](C2C=CC=CC=2)(C2C=CC=CC=2)C2C=CC=CC=2)[P](C2C=CC=CC=2)(C2C=CC=CC=2)C2C=CC=CC=2)(C2C=CC=CC=2)C2C=CC=CC=2)=CC=1>[F:14][C:6]1[C:5]([CH3:15])=[C:4]2[C:9]([CH:10]=[C:11]([CH:12]=[O:13])[C:2]([C:19]3[CH:20]=[N:21][CH:22]=[C:17]([CH3:16])[CH:18]=3)=[N:3]2)=[CH:8][CH:7]=1 |f:2.3.4,^1:42,44,63,82|. Procedure: Prepared according to the procedure described for Intermediate 41, utilising 2-chloro-7-fluoro-8-methylquinoline-3-carbaldehyde (5.0 g, 22.36 mmol), 5-methylpyridin-3-ylboronic acid (6.95 g, 50.75 mmol), tetrakis(triphenylphosphine)palladium(0) (258 mg, 0.22 mmol) and Na2CO3 (3.55 g, 33.54 mmol) in water (30 mL) and DME (60 mL). The crude material was triturated in diethyl ether (75 mL), and the solid was filtered off and dried under vacuum to give the title compound (5.0 g, 80%) as a brown soli...